This data is from the Open Reaction Database (ORD), a public repository of structured organic reaction records. The task is: describe an organic reaction: reactants, conditions, products, and yield Reactants: C(C)(C)(C)C1=CC=C(CC#N)C=C1 (4-tert-butylbenzyl cyanide), FC(C1=C(C(=O)Cl)C=CC=C1)(F)F (2-trifluoromethylbenzoyl chloride), [H-].[Na+] (sodium hydride). Run in O1CCCC1 (tetrahydrofuran), O1CCCC1 (tetrahydrofuran). Conditions: time 2 hour. The product is C(C)(C)(C)C1=CC=C(C=C1)C(C#N)=C(C1=C(C=CC=C1)C(F)(F)F)O (α-(4-tert-Butylphenyl)-β-hydroxy-β-(2-trifluoromethylphenyl)acrylonitrile). Isolated yield 95.4%. RXN SMILES: [H-].[Na+].[C:3]([C:7]1[CH:15]=[CH:14][C:10]([CH2:11][C:12]#[N:13])=[CH:9][CH:8]=1)([CH3:6])([CH3:5])[CH3:4].[F:16][C:17]([F:28])([F:27])[C:18]1[CH:26]=[CH:25][CH:24]=[CH:23][C:19]=1[C:20](Cl)=[O:21]>O1CCCC1>[C:3]([C:7]1[CH:8]=[CH:9][C:10]([C:11](=[C:20]([OH:21])[C:19]2[CH:23]=[CH:24][CH:25]=[CH:26][C:18]=2[C:17]([F:16])([F:27])[F:28])[C:12]#[N:13])=[CH:14][CH:15]=1)([CH3:6])([CH3:4])[CH3:5] |f:0.1|. Reported procedure: A mixture comprising 5.8 g of 63% sodium hydride and 137 ml of tetrahydrofuran was heated, and a mixture comprising 13.5 g of 4-tert-butylbenzyl cyanide, 15.0 g of 2-trifluoromethylbenzoyl chloride and 50 ml of tetrahydrofuran, was dropwise added thereto over a period of 2 hours under reflux. After completion of the dropwise addition, the reaction was carried out at the same temperature for 2 hours. Tetrahydrofuran in the reaction mixture was distilled off, and 250 ml of water was poured into th...